Dataset: the Open Reaction Database (ORD), a public repository of structured organic reaction records. Task: describe an organic reaction: reactants, conditions, products, and yield The reactants are NC=1SC(=CN1)C (2-amino-5-methylthiazole), BrCC(=O)C1=CC=C(C=C1)[N+](=O)[O-] (2-bromo-4′-nitroacetophenone), C([O-])(O)=O.[Na+] (sodium bicarbonate). Yield: 26.9%. The product is CC1=CN2C(S1)=NC(=C2)C2=CC=C(C=C2)[N+](=O)[O-] (2-Methyl-6-(4-nitrophenyl)imidazo[2,1-b][1,3]thiazole). Procedure: A mixture of 2-amino-5-methylthiazole (0.24 g, 2.11 mmol) and 2-bromo-4′-nitroacetophenone (0.5 g, 2.05 mmol) in EtOH (20 ml) was heated under reflux for 16 h. The reaction mixture was allowed to cool and sodium bicarbonate (200 mg, 2.38 mmol) was added and heating was continued for 1 h. On cooling to room temperature, the solvent was removed under reduced pressure and the residue dissolved in DCM (75 ml) and washed with water (30 ml), brine (30 ml) and dried (Na2SO4). The solvent was removed un... Run in CCO (EtOH). Reaction SMILES: [NH2:1][C:2]1[S:3][C:4]([CH3:7])=[CH:5][N:6]=1.Br[CH2:9][C:10]([C:12]1[CH:17]=[CH:16][C:15]([N+:18]([O-:20])=[O:19])=[CH:14][CH:13]=1)=O.C(=O)(O)[O-].[Na+]>CCO>[CH3:7][C:4]1[S:3][C:2]2=[N:1][C:10]([C:12]3[CH:13]=[CH:14][C:15]([N+:18]([O-:20])=[O:19])=[CH:16][CH:17]=3)=[CH:9][N:6]2[CH:5]=1 |f:2.3|. Conditions: time 1 hour. Reactants: C(C1=CC=CC=C1)OC(=O)N[C@@H](CC1=CNC=N1)C(=O)O (benzyloxycarbonyl-L-histidine), C(C)N1CCOCC1 (N-ethylmorpholine), C1(CCCCC1)N=C=NC1CCCCC1 (dicyclohexylcarbodiimide), N1[C@H](C(=O)N)CCC1 (L-prolineamide), OC1=CC=CC=2NN=NC21 (hydroxybenzotriazole). The solvent is CN(C=O)C (dimethylformamide). The product is O=C1C(NCCN1)=O.N[C@@H](CC1=CNC=N1)C(=O)N1[C@H](C(=O)O)CCC1 (L-histidyl-L-proline diketopiperazine). As a reaction SMILES: C([O:8]C([NH:11][C@H:12]([C:19]([OH:21])=O)[CH2:13][C:14]1[N:18]=[CH:17][NH:16][CH:15]=1)=O)C1C=CC=CC=1.[NH:22]1[CH2:29][CH2:28]C[C@H:23]1[C:24]([NH2:26])=[O:25].[OH:30][C:31]1[C:39]2[N:38]=NN[C:35]=2[CH:34]=[CH:33]C=1.C(N1CC[O:45]CC1)C.C1(N=C=NC2CCCCC2)CCCCC1>CN(C)C=O>[O:8]=[C:23]1[NH:22][CH2:29][CH2:28][NH:26][C:24]1=[O:25].[NH2:11][C@H:12]([C:19]([N:38]1[CH2:33][CH2:34][CH2:35][C@H:39]1[C:31]([OH:30])=[O:45])=[O:21])[CH2:13][C:14]1[N:18]=[CH:17][NH:16][CH:15]=1 |f:6.7|. Reported procedure: Synthetic L-histidyl-L-proline diketopiperazine was prepared by coupling benzyloxycarbonyl-L-histidine (about 20 mmol, ICN) with L-prolineamide (about 20 mmol, Vega-Fox) in the presence of hydroxybenzotriazole (about 40 mmol, Aldrich), N-ethylmorpholine (about 20 mmol, Aldrich) and dicyclohexylcarbodiimide (about 20 mmol, Pierce). The solution in about 175 ml of dimethylformamide was stirred in an ice-bath for about 3 hours and then overnight at room temperature.